From a dataset of the Open Reaction Database (ORD), a public repository of structured organic reaction records. describe an organic reaction: reactants, conditions, products, and yield Reactants: CC(=O)Nc1c(OCc2ccccc2)cc(Br)cc1[N+](=O)[O-], [C-]#N, [C-]#N, CN(C)C=O, [Zn+2], c1ccc(P(c2ccccc2)(c2ccccc2)[Pd](P(c2ccccc2)(c2ccccc2)c2ccccc2)(P(c2ccccc2)(c2ccccc2)c2ccccc2)P(c2ccccc2)(c2ccccc2)c2ccccc2)cc1. Product: CC(=O)Nc1c(OCc2ccccc2)cc(C#N)cc1[N+](=O)[O-]. Reaction SMILES: [Br:1][c:2]1[cH:3][c:4]([N+:20](=[O:21])[O-:22])[c:5]([NH:16][C:17]([CH3:18])=[O:19])[c:6]([O:8][CH2:9][c:10]2[cH:11][cH:12][cH:13][cH:14][cH:15]2)[cH:7]1.[C-:28]#[N:29].[C-:31]#[N:32].[CH3:23][N:24]([CH3:25])[CH:26]=[O:27].[Zn+2:30].[cH:33]1[cH:34][cH:35][c:36]([P:37]([Pd:38]([P:39]([c:40]2[cH:41][cH:42][cH:43][cH:44][cH:45]2)([c:46]2[cH:47][cH:48][cH:49][cH:50][cH:51]2)[c:52]2[cH:53][cH:54][cH:55][cH:56][cH:57]2)([P:58]([c:59]2[cH:60][cH:61][cH:62][cH:63][cH:64]2)([c:65]2[cH:66][cH:67][cH:68][cH:69][cH:70]2)[c:71]2[cH:72][cH:73][cH:74][cH:75][cH:76]2)[P:77]([c:78]2[cH:79][cH:80][cH:81][cH:82][cH:83]2)([c:84]2[cH:85][cH:86][cH:87][cH:88][cH:89]2)[c:90]2[cH:91][cH:92][cH:93][cH:94][cH:95]2)([c:96]2[cH:97][cH:98][cH:99][cH:100][cH:101]2)[c:102]2[cH:103][cH:104][cH:105][cH:106][cH:107]2)[cH:108][cH:109]1>>[c:2]1([C:23]#[N:24])[cH:3][c:4]([N+:20](=[O:21])[O-:22])[c:5]([NH:16][C:17]([CH3:18])=[O:19])[c:6]([O:8][CH2:9][c:10]2[cH:11][cH:12][cH:13][cH:14][cH:15]2)[cH:7]1. Reactants: FC1=CC=C(C=C1)COC1=CC(=C(C=C1)N=C=O)F (4-(4-fluorophenylmethoxy)-2-fluorophenyl isocyanate), C[Si](C)(C)N=[N+]=[N-] (trimethylsilyl azide). The product is FC1=CC=C(C=C1)COC1=CC(=C(C=C1)N1N=NNC1=O)F (1-[4-(4-fluorophenylmethoxy)-2-fluorophenyl]-1,4-dihydro-5H-tetrazol-5-one). Yield: 98.4%. Reaction SMILES: [F:1][C:2]1[CH:7]=[CH:6][C:5]([CH2:8][O:9][C:10]2[CH:15]=[CH:14][C:13]([N:16]=[C:17]=[O:18])=[C:12]([F:19])[CH:11]=2)=[CH:4][CH:3]=1.C[Si]([N:24]=[N+:25]=[N-:26])(C)C>>[F:1][C:2]1[CH:3]=[CH:4][C:5]([CH2:8][O:9][C:10]2[CH:15]=[CH:14][C:13]([N:16]3[C:17](=[O:18])[NH:26][N:25]=[N:24]3)=[C:12]([F:19])[CH:11]=2)=[CH:6][CH:7]=1. Procedure details: A mixture of 7.10 g (0.027 mole) of 4-(4-fluorophenylmethoxy)-2-fluorophenyl isocyanate and 7.0 g (0.060 mole) of trimethylsilyl azide was heated at reflux for approximately seventeen hours. The solution was then allowed to cool to room temperature before being poured over ice. A solid formed and was recovered by filtration. The solid was dried, leaving 8.08 g of 1-[4-(4-fluorophenylmethoxy)-2-fluorophenyl]-1,4-dihydro-5H-tetrazol-5-one, m.p. 171°-172° C. Starting materials: ON=C(C1=CC=C(C=C1)C)Cl (N-hydroxy-4-methylbenzene carboximidoyl chloride), ClC1=CC(=CC(=C1)C(=C)C(F)(F)F)Cl (1,3-dichloro-5-[1-(trifluoromethyl)-vinyl]benzene). Run in C1(=CC=CC=C1)C (toluene). Yields the product ClC=1C=C(C=C(C1)Cl)C1(CC(=NO1)C1=CC=C(C=C1)C)C(F)(F)F (5-(3,5-dichlorophenyl) 3-(4-methylphenyl)-5-(trifluoromethyl)-4,5-dihydroisoxazole). Reaction SMILES: [OH:1][N:2]=[C:3](Cl)[C:4]1[CH:9]=[CH:8][C:7]([CH3:10])=[CH:6][CH:5]=1.[Cl:12][C:13]1[CH:18]=[C:17]([C:19]([C:21]([F:24])([F:23])[F:22])=[CH2:20])[CH:16]=[C:15]([Cl:25])[CH:14]=1>C1(C)C=CC=CC=1>[Cl:12][C:13]1[CH:18]=[C:17]([C:19]2([C:21]([F:24])([F:22])[F:23])[O:1][N:2]=[C:3]([C:4]3[CH:9]=[CH:8][C:7]([CH3:10])=[CH:6][CH:5]=3)[CH2:20]2)[CH:16]=[C:15]([Cl:25])[CH:14]=1. Reported procedure: A solution of 4-methylbenzaldehyde oxime (2 g) and N-chlorosuccinimide (2.17 g) in dimethylformamide (20 mL) was stirred for one hour at 55° C. After the reaction solution was diluted with t-butylmethylether, the solution was washed with water and saturated brine. The organic layer was dried over-anhydrous magnesium sulfate. The solvent was distilled off under reduced pressure to obtain N-hydroxy-4-methylbenzene carboximidoyl chloride (2 g). A solution of resultant N-hydroxy-4-methylbenzene carb... Reactants: CN(CCN1C=CC=2C1=NC=CC2)C (N,N-dimethyl-N-[2-(1H-pyrrolo[2,3-b]pyridin-1-yl)ethyl]amine), FC=1C=C(C=CC1)S(=O)(=O)Cl (3-fluorophenylsulfonyl chloride). Reagents/catalysts: FC(F)(F)S(=O)(=O)[O-].[Ag+] (silver trifluoromethylsulfonate). Run in [N+](=O)([O-])C1=CC=CC=C1 (nitrobenzene). Run at temperature 100 celsius. Product: amine, Cl.Cl.CN(CCN1C=C(C=2C1=NC=CC2)S(=O)(=O)C2=CC(=CC=C2)F)C (N,N-Dimethyl N-(2-{3-[(3-fluorophenyl)sulfonyl]-1H-pyrrolo[2,3-b]pyridin-1-yl}ethyl)amine Dihydrochloride). Reaction SMILES: [CH3:1][N:2]([CH3:14])[CH2:3][CH2:4][N:5]1[C:9]2=[N:10][CH:11]=[CH:12][CH:13]=[C:8]2[CH:7]=[CH:6]1.[F:15][C:16]1[CH:17]=[C:18]([S:22]([Cl:25])(=[O:24])=[O:23])[CH:19]=[CH:20][CH:21]=1>[N+](C1C=CC=CC=1)([O-])=O.FC(S([O-])(=O)=O)(F)F.[Ag+]>[ClH:25].[ClH:25].[CH3:1][N:2]([CH3:14])[CH2:3][CH2:4][N:5]1[C:9]2=[N:10][CH:11]=[CH:12][CH:13]=[C:8]2[C:7]([S:22]([C:18]2[CH:19]=[CH:20][CH:21]=[C:16]([F:15])[CH:17]=2)(=[O:24])=[O:23])=[CH:6]1 |f:3.4,5.6.7|. Procedure details: A stirred solution of N,N-dimethyl-N-[2-(1H-pyrrolo[2,3-b]pyridin-1-yl)ethyl]amine (1.66 g, 8.8 mmol) in nitrobenzene is treated with 3-fluorophenylsulfonyl chloride (1.88 g, 9.7 mmol) under nitrogen, followed by silver trifluoromethylsulfonate (2.94 g, 11.4 mmol), heated to 100° C. for 22 h, cooled and filtered through a cotton plug. The filtrate is treated with water and saturated aqueous NaHCO3 and extracted with CH2Cl2. The extracts are combined, dried over MgSO4 and concentrated in vacuo. T... Isolated yield 91.6%. RXN SMILES: [CH3:1][O:2][C:3](=[O:15])[C:4]1[CH:9]=[CH:8][C:7]([C:10](=[O:14])[CH2:11][CH2:12][CH3:13])=[CH:6][CH:5]=1.[BH4-].[Na+]>C(O)C.C1COCC1>[CH3:1][O:2][C:3](=[O:15])[C:4]1[CH:9]=[CH:8][C:7]([CH:10]([OH:14])[CH2:11][CH2:12][CH3:13])=[CH:6][CH:5]=1 |f:1.2|. Starting materials: COC(C1=CC=C(C=C1)C(CCC)=O)=O (4-butyryl-benzoic acid methyl ester), [BH4-].[Na+] (sodium borohydride). The solvent is C(C)O (ethanol), C1CCOC1 (THF). Procedure: To a solution of 4-butyryl-benzoic acid methyl ester (400 mg, 1.94 mmol) in ethanol (5 mL) and THF (4 mL) is added sodium borohydride (110 mg, 2.9 mmol), the mixture is stirred at room temperature for 2 h. The reaction mixture is quenched by acetic acid (0.5 mL) and water (10 mL), extracted with ethyl acetate. Combined organic layers are washed with brine and dried over sodium sulfate. Concentration and column chromatography on silica gel gives the title compound (370 mg). Conditions: time 2 hour. The product is COC(C1=CC=C(C=C1)C(CCC)O)=O (Racemic 4-(1-Hydroxy-butyl)-benzoic acid methyl ester). Starting materials: ClC1=C(C=C(C=C1)C=1OC(=CC1)\C=C(/C)\[N+](=O)[O-])C(F)(F)F ((E)-2-(4-chloro-3-(trifluoromethyl)phenyl)-5-(2-nitroprop-1-enyl)furan), [O-]S(=O)(=O)[O-].[Mg+2] (MgSO4), [OH-].[Na+] (NaOH), [H-].[Al+3].[Li+].[H-].[H-].[H-] (lithium aluminium hydride). Solvent: O (water), C(C)OCC (diethyl ether), C1(=CC=CC=C1)C (toluene), O (water), C(C)OCC (diethyl ether). Reaction conditions: temperature 0 celsius, time 3 hour. The product is ClC1=C(C=C(C=C1)C1=CC=C(O1)CC(C)N)C(F)(F)F (1-(5-(4-chloro-3-(trifluoromethyl)phenyl)furan-2-yl)propan-2-amine). Yield: 47.8%. As a reaction SMILES: [Cl:1][C:2]1[CH:7]=[CH:6][C:5]([C:8]2[O:9][C:10](/[CH:13]=[C:14](/[N+:16]([O-])=O)\[CH3:15])=[CH:11][CH:12]=2)=[CH:4][C:3]=1[C:19]([F:22])([F:21])[F:20].[H-].[Al+3].[Li+].[H-].[H-].[H-].[OH-].[Na+].[O-]S([O-])(=O)=O.[Mg+2]>C(OCC)C.O.C1(C)C=CC=CC=1>[Cl:1][C:2]1[CH:7]=[CH:6][C:5]([C:8]2[O:9][C:10]([CH2:13][CH:14]([NH2:16])[CH3:15])=[CH:11][CH:12]=2)=[CH:4][C:3]=1[C:19]([F:22])([F:20])[F:21] |f:1.2.3.4.5.6,7.8,9.10|. Procedure details: (E)-2-(4-chloro-3-(trifluoromethyl)phenyl)-5-(2-nitroprop-1-enyl)furan (2.58 g, 7.78 mmol) was mixed with diethyl ether (54 ml) and toluene (25 ml) and added drop wise to a cooled (−20° C.) solution of lithium aluminium hydride (2.5 g, 65.9 mmol) in diethyl ether (11 ml). The mixture was allowed to warm up to 0° C. and stirred for 3 h and then at RT for additional 1 h stirring. Then the mixture was cooled again and 2.5 ml of water was added at −30° C. and then 2.5 ml of 15% aqueous NaOH solution... Reactants: CNC(=O)C(=O)c1ccccc1C, CCOC(C)=O, CC1(C)SC2C(NC(=O)C(N)c3ccccc3)C(=O)N2C1C(=O)O, NC(=O)C1=CN(C2OC(COP(=O)(O)OP(=O)(O)OCC3OC(n4cnc5c(N)ncnc54)C(OP(=O)(O)O)C3O)C(O)C2O)C=CC1, O=P([O-])([O-])[O-]. Product: CNC(=O)C(O)c1ccccc1C. Reaction SMILES: [CH3:25][c:26]1[c:27]([C:32]([C:33](=[O:34])[NH:35][CH3:36])=[O:37])[cH:28][cH:29][cH:30][cH:31]1.[CH3:91][CH2:92][O:93][C:94](=[O:95])[CH3:96].[CH:1]12[CH:2]([NH:3][C:4]([CH:5]([c:6]3[cH:7][cH:8][cH:9][cH:10][cH:11]3)[NH2:12])=[O:13])[C:14](=[O:15])[N:16]1[CH:17]([C:18](=[O:19])[OH:20])[C:21]([CH3:22])([CH3:23])[S:24]2.[NH2:38][C:39]([C:40]1=[CH:84][N:44]([CH:45]2[CH:46]([OH:47])[CH:48]([OH:49])[CH:50]([CH2:51][O:52][P:53]([O:54][P:55]([O:56][CH2:57][CH:58]3[CH:59]([OH:60])[CH:61]([O:62][P:63](=[O:64])([OH:65])[OH:66])[CH:67]([n:68]4[c:69]5[c:70]([c:71]([NH2:75])[n:72][cH:73][n:74]5)[n:76][cH:77]4)[O:78]3)(=[O:79])[OH:80])(=[O:81])[OH:82])[O:83]2)[CH:43]=[CH:42][CH2:41]1)=[O:85].[O-:86][P:87](=[O:88])([O-:89])[O-:90]>>[CH3:25][c:26]1[c:27]([CH:32]([C:33](=[O:34])[NH:35][CH3:36])[OH:37])[cH:28][cH:29][cH:30][cH:31]1. Reactants: CS(C)=O, CCN(C(C)C)C(C)C, O, c1ccc(-c2nsc(N3CCNCC3)n2)cc1, O=C(Nc1ccc2[nH]cnc2c1)OCC(Cl)(Cl)Cl. Yields the product O=C(Nc1ccc2[nH]cnc2c1)N1CCN(c2nc(-c3ccccc3)ns2)CC1. Reaction SMILES: [CH3:46][S:47](=[O:48])[CH3:49].[CH:36]([N:37]([CH:38]([CH3:39])[CH3:40])[CH2:41][CH3:42])([CH3:43])[CH3:44].[OH2:45].[c:19]1(-[c:25]2[n:26][s:27][c:28]([N:30]3[CH2:31][CH2:32][NH:33][CH2:34][CH2:35]3)[n:29]2)[cH:20][cH:21][cH:22][cH:23][cH:24]1.[nH:1]1[cH:2][n:3][c:4]2[c:5]1[cH:6][cH:7][c:8]([NH:10][C:11]([O:12][CH2:13][C:14]([Cl:15])([Cl:16])[Cl:17])=[O:18])[cH:9]2>>[nH:1]1[cH:2][n:3][c:4]2[c:5]1[cH:6][cH:7][c:8]([NH:10][C:11](=[O:18])[N:33]1[CH2:32][CH2:31][N:30]([c:28]3[s:27][n:26][c:25](-[c:19]4[cH:20][cH:21][cH:22][cH:23][cH:24]4)[n:29]3)[CH2:35][CH2:34]1)[cH:9]2. The reactants are NCC(COC1=CC(=CC=C1)CN(C)C)O (1-amino-3-[3-(dimethylaminomethyl)phenoxy]-2-propanol), C(C)(=O)OCC(=O)N=C(SC)N(N=CC1=CC=CC=C1)C (methyl N-[2-(acetyloxy)acetyl]-1-methyl-2-(phenylmethylene)-hydrazinecarboximidothioate), C(C(C)C)C(=O)C (methyl isobutyl ketone). Yields the product OC(CNC1=NC(=NN1C)CO)COC1=CC(=CC=C1)CN1CCCCC1 (5-[[2-hydroxy-3-[3-(1-pieridinylmethyl)phenoxy]propyl]amino]-1-methyl-1H-1,2,4-triazole-3-methanol). As a reaction SMILES: [NH2:1][CH2:2][CH:3]([OH:16])[CH2:4][O:5][C:6]1[CH:11]=[CH:10][CH:9]=[C:8]([CH2:12][N:13]([CH3:15])[CH3:14])[CH:7]=1.C([O:20][CH2:21][C:22]([N:24]=[C:25]([N:28]([CH3:37])[N:29]=CC1C=CC=CC=1)SC)=O)(=O)C.[CH2:38]([C:42](C)=O)[CH:39](C)C>>[OH:16][CH:3]([CH2:4][O:5][C:6]1[CH:11]=[CH:10][CH:9]=[C:8]([CH2:12][N:13]2[CH2:14][CH2:42][CH2:38][CH2:39][CH2:15]2)[CH:7]=1)[CH2:2][NH:1][C:25]1[N:28]([CH3:37])[N:29]=[C:22]([CH2:21][OH:20])[N:24]=1. Procedure: Similarly prepared by this procedure from 1-amino-3-[3-(dimethylaminomethyl)phenoxy]-2-propanol (1.5 g) and compound B (2.25 g) except that the methyl isobutyl ketone extract was evaporated to give a solid which was washed with diethyl ether and then recrystallised from methyl acetate was 5-[[3-[3-(dimethylaminomethyl)phenoxy]-2-hydroxy-propyl]amino]-1-methyl-1H-1,2,4-triazole-3-methanol (250 mg) m.p. 104°-109°. Run in O (water), CN(C)C=O (DMF). Reactants: BrC1=CC(=C(C=C1)O)OCC (4-bromo-2-ethoxyphenol), C([O-])([O-])=O.[K+].[K+] (potassium carbonate), [I-].[Na+] (sodium iodide), ClCCOCCC (2-chloroethylpropylether). Procedure details: To a solution of 4-bromo-2-ethoxyphenol (8.0 g) in DMF (50 ml) were added at room temperature potassium carbonate (7.65 g), sodium iodide (6.64 g) and 2-chloroethylpropylether (5.6 ml), and the mixture was stirred at 90° C. for 24 hours. To the mixture was added water, and the mixture was extracted with ethyl acetate. The organic layer was washed with water, 1N sodium hydroxide solution and saturated brine, dried with magnesium sulfate and concentrated under reduced pressure. The residue was pur... Run at temperature 90 celsius, time 24 hour. Yields the product BrC1=CC(=C(C=C1)OCCOCCC)OCC (4-bromo-2-ethoxy-1-(2-propoxyethoxy)benzene). As a reaction SMILES: [Br:1][C:2]1[CH:7]=[CH:6][C:5]([OH:8])=[C:4]([O:9][CH2:10][CH3:11])[CH:3]=1.C(=O)([O-])[O-].[K+].[K+].[I-].[Na+].Cl[CH2:21][CH2:22][O:23][CH2:24][CH2:25][CH3:26]>CN(C=O)C.O>[Br:1][C:2]1[CH:7]=[CH:6][C:5]([O:8][CH2:21][CH2:22][O:23][CH2:24][CH2:25][CH3:26])=[C:4]([O:9][CH2:10][CH3:11])[CH:3]=1 |f:1.2.3,4.5|.